From a dataset of the Open Reaction Database (ORD), a public repository of structured organic reaction records. describe an organic reaction: reactants, conditions, products, and yield Starting materials: C(C)(C)(C)OC(=O)N1CCC(CC1)CN1N=NN=C1C(CC=1C=C2C=NNC2=C(C1)C)NC(=O)N1CCC(CC1)N1C(NC2=C(C=CC=C2C1)F)=O (tert-Butyl-4-({5-(1-[4-(8-fluoro-2-oxo-1,2-dihydroquinazolin-3[4H]-yl)piperidine-1-carboxamido]-2-(7-methyl-1H-indazol-5-yl)ethyl)-1H-tetrazol-1-yl}methyl)piperidine-1-carboxylate). Run in FC(C(=O)O)(F)F (trifluoroacetic acid), C(Cl)Cl (methylene chloride). Reaction conditions: time 30 minute. Yields the product FC=1C=CC=C2CN(C(NC12)=O)C1CCN(CC1)C(=O)NC(CC=1C=C2C=NNC2=C(C1)C)C1=NN=NN1CC1CCNCC1 ((±)-4-(8-Fluoro-2-oxo-1,2-dihydroquinazolin-3(4H)-yl)-N-(2-[7-methyl-1H-indazol-5-yl]-1-[1-(piperidin-4-ylmethyl)-1H-tetrazol-5-yl]ethyl)piperidin-1-carboxamide). As a reaction SMILES: C(OC([N:8]1[CH2:13][CH2:12][CH:11]([CH2:14][N:15]2[C:19]([CH:20]([NH:32][C:33]([N:35]3[CH2:40][CH2:39][CH:38]([N:41]4[CH2:50][C:49]5[C:44](=[C:45]([F:51])[CH:46]=[CH:47][CH:48]=5)[NH:43][C:42]4=[O:52])[CH2:37][CH2:36]3)=[O:34])[CH2:21][C:22]3[CH:23]=[C:24]4[C:28](=[C:29]([CH3:31])[CH:30]=3)[NH:27][N:26]=[CH:25]4)=[N:18][N:17]=[N:16]2)[CH2:10][CH2:9]1)=O)(C)(C)C>FC(F)(F)C(O)=O.C(Cl)Cl>[F:51][C:45]1[CH:46]=[CH:47][CH:48]=[C:49]2[C:44]=1[NH:43][C:42](=[O:52])[N:41]([CH:38]1[CH2:37][CH2:36][N:35]([C:33]([NH:32][CH:20]([C:19]3[N:15]([CH2:14][CH:11]4[CH2:12][CH2:13][NH:8][CH2:9][CH2:10]4)[N:16]=[N:17][N:18]=3)[CH2:21][C:22]3[CH:23]=[C:24]4[C:28](=[C:29]([CH3:31])[CH:30]=3)[NH:27][N:26]=[CH:25]4)=[O:34])[CH2:40][CH2:39]1)[CH2:50]2. Procedure: tert-Butyl-4-({5-(1-[4-(8-fluoro-2-oxo-1,2-dihydroquinazolin-3[4H]-yl)piperidine-1-carboxamido]-2-(7-methyl-1H-indazol-5-yl)ethyl)-1H-tetrazol-1-yl}methyl)piperidine-1-carboxylate (10 mg, 0.014 mmol) was dissolved in a 1:1 mixture of trifluoroacetic acid and methylene chloride (1.0 mL) and stirred at room temperature for 30 min. The solvent was removed under reduced pressure and the compound dried in vacuo for 2 h to afford 5.9 mg (68%). 1H-NMR (CD3OD, 500 MHz) δ 1.20-1.48 (m, 4H), 1.50-1.79 (m,... Reactants: ( 100 ), Cl.OC(CNC(CC1=CC=C(C=C1)OC)(C)C)COC1=CC=C(C=C1)C(C)(C)C (N-[2-Hydroxy-3-(4-t-butylphenoxy)propyl]-1,1-dimethyl-2-(4-methoxyphenyl)ethylamine Hydrochloride), ( 9 ), ( 10 ), Cl.O(C1=CC=CC=C1)CCCNC(CC1=CC=C(C=C1)OC)(C)C (N-(3-Phenoxypropyl)-1,1-dimethyl-2-(4-methoxyphenyl)ethylamine Hydrochloride), ( 9 ), Cl.OC(CNC(CC1=CC=C(C=C1)OC)(C)C)COC1=CC=C(C=C1)C(C)(C)C (N-[2-Hydroxy-3-(4-t-butylphenoxy)propyl]-1,1-dimethyl-2-(4-methoxyphenyl)ethylamine Hydrochloride), ( 34 ), Cl.O(C1=CC=CC=C1)CCCNC(CC1=CC=C(C=C1)OC)(C)C (N-(3-Phenoxypropyl)-1,1-dimethyl-2-(4-methoxyphenyl)ethylamine Hydrochloride). The product is Cl.OC(CNC(CC1=CC=C(C=C1)OC)(C)C)COC1=C(C=CC=C1)CCC (N-[2-hydroxy-3-(2-n-propylphenoxy)propyl]-1,1-dimethyl-2-(4-methoxyphenyl)ethylamine Hydrochloride). RXN SMILES: [ClH:1].[OH:2][CH:3]([CH2:18][O:19][C:20]1[CH:25]=[CH:24][C:23](C(C)(C)C)=[CH:22][CH:21]=1)[CH2:4][NH:5][C:6]([CH3:17])([CH3:16])[CH2:7][C:8]1[CH:13]=[CH:12][C:11]([O:14][CH3:15])=[CH:10][CH:9]=1.Cl.O(CCCNC(C)(C)CC1C=CC(OC)=CC=1)[C:32]1[CH:37]=CC=C[CH:33]=1>>[ClH:1].[OH:2][CH:3]([CH2:18][O:19][C:20]1[CH:25]=[CH:24][CH:23]=[CH:22][C:21]=1[CH2:33][CH2:32][CH3:37])[CH2:4][NH:5][C:6]([CH3:16])([CH3:17])[CH2:7][C:8]1[CH:13]=[CH:12][C:11]([O:14][CH3:15])=[CH:10][CH:9]=1 |f:0.1,2.3,4.5|. Procedure: GC/EI-MS, m/z (rel. int.) 356 (M-15,1), 251(17), 250 (100), 163 (6), 121 (34), 114 (9), 107 (6), 90 (17), 78 (9), 77 (10), 71 (17). Starting materials: O (H2O), BrC1=CC=C2OC=3C=C(C(=CC3C(C2=C1)=O)F)F (7-bromo-2,3-difluoro-9H-xanthen-9-one), FC(CO)(F)F (2,2,2-trifluoroethanol), [H-].[Na+] (sodium hydride). The solvent is CN(C)C=O (DMF). Reaction conditions: time 8 hour. Product: BrC1=CC=C2OC=3C=C(C(=CC3C(C2=C1)=O)F)OCC(F)(F)F (7-bromo-2-fluoro-3-(2,2,2-trifluoroethoxy)-9H-xanthen-9-one). Yield: 70.8%. RXN SMILES: [Br:1][C:2]1[CH:15]=[C:14]2[C:5]([O:6][C:7]3[CH:8]=[C:9](F)[C:10]([F:17])=[CH:11][C:12]=3[C:13]2=[O:16])=[CH:4][CH:3]=1.[F:19][C:20]([F:24])([F:23])[CH2:21][OH:22].[H-].[Na+].O>CN(C=O)C>[Br:1][C:2]1[CH:15]=[C:14]2[C:5]([O:6][C:7]3[CH:8]=[C:9]([O:22][CH2:21][C:20]([F:24])([F:23])[F:19])[C:10]([F:17])=[CH:11][C:12]=3[C:13]2=[O:16])=[CH:4][CH:3]=1 |f:2.3|. Procedure: To a solution of 7-bromo-2,3-difluoro-9H-xanthen-9-one (3.1 g, 9.97 mmol) and 2,2,2-trifluoroethanol (1.445 mL, 19.93 mmol) in DMF (33 mL) at 0° C. was added sodium hydride (0.598 g, 14.95 mmol) slowly in portions. After addition, the mixture was stirred at RT for overnight. Then, H2O (100 mL) was added slowly and the mixture was extracted with EtOAc (1×100 mL). The organic layer was collected, dried over MgSO4, and concentrated. The residue was then washed with hexane (1×100 mL) to give 2.76 g ... Run at time 1.5 hour. Product: Cl.Cl.Cl.C(#N)C1=C(C=C(CN2C=NC=C2CCN2CCNCC2)C=C1)F (1-[2-(l-(4-Cyano-3-fluorobenzyl)-5-imidazolyl)ethyl]piperazine, Trihydrochloride). Reaction SMILES: C(OC([N:8]1[CH2:13][CH2:12][N:11]([CH2:14][CH2:15][C:16]2[N:20]([CH2:21][C:22]3[CH:27]=[CH:26][C:25]([C:28]#[N:29])=[C:24]([F:30])[CH:23]=3)[CH:19]=[N:18][CH:17]=2)[CH2:10][CH2:9]1)=O)(C)(C)C.[ClH:31]>C(OCC)(=O)C>[ClH:31].[ClH:31].[ClH:31].[C:28]([C:25]1[CH:26]=[CH:27][C:22]([CH2:21][N:20]2[C:16]([CH2:15][CH2:14][N:11]3[CH2:12][CH2:13][NH:8][CH2:9][CH2:10]3)=[CH:17][N:18]=[CH:19]2)=[CH:23][C:24]=1[F:30])#[N:29] |f:3.4.5.6|. The solvent is C(C)(=O)OCC (ethyl acetate). Starting materials: C(C)(C)(C)OC(=O)N1CCN(CC1)CCC1=CN=CN1CC1=CC(=C(C=C1)C#N)F (1-tert-Butoxycarbonyl-4-[2-(1-(4-cyano-3-fluorobenzyl)-5-imidazolyl)ethyl]piperazine), Cl (HCl). Procedure: A solution of the product from Step C (6.53 g, 15.8 mmol) in ethyl acetate (20 mL) was saturated with HCl gas. The solution was stirred for 1.5 hours and then concentrated in vacuo to yield the titled compound as a white solid. Starting materials: FC(C1=CC=C2C(=CC=NC2=C1)O)(F)F (7-(trifluoromethyl)-4-quinolinol), C(CC)(=O)O (propionic acid), [N+](=O)(O)[O-] (Nitric acid). Conditions: temperature 120 celsius, time 2 hour. Product: [N+](=O)([O-])C=1C=NC2=CC(=CC=C2C1O)C(F)(F)F (3-nitro-7-(trifluoromethyl)-4-quinolinol). RXN SMILES: [F:1][C:2]([F:15])([F:14])[C:3]1[CH:12]=[C:11]2[C:6]([C:7]([OH:13])=[CH:8][CH:9]=[N:10]2)=[CH:5][CH:4]=1.C(O)(=O)CC.[N+:21]([O-])([OH:23])=[O:22]>>[N+:21]([C:8]1[CH:9]=[N:10][C:11]2[C:6]([C:7]=1[OH:13])=[CH:5][CH:4]=[C:3]([C:2]([F:1])([F:14])[F:15])[CH:12]=2)([O-:23])=[O:22]. Procedure: A mixture of 7-(trifluoromethyl)-4-quinolinol (22.7 g, 0.106 mol) and propionic acid (106 mL) was heated to 120° C. Nitric acid (10 mL of 70%) was added dropwise and heating was continued for an additional 2 hours. The reaction mixture was allowed to cool to ambient temperature. The resulting precipitate was isolated by filtration then washed with water and diethyl ether to provide 13.3 g of 3-nitro-7-(trifluoromethyl)-4-quinolinol as an off-white solid.